This data is from the Open Reaction Database (ORD), a public repository of structured organic reaction records. The task is: describe an organic reaction: reactants, conditions, products, and yield Isolated yield 46.5%. Product: Cl.Cl.CC(C(=O)C1=CC=C(C=C1)C)CN1CCN(CC1)CC(C)C (2,4'-dimethyl-3-(4-isobutylpiperazino)propiophenone dihydrochloride). Starting materials: Cl (hydrochloric acid), CC1=CC=C(C=C1)C(CC)=O (4'-methylpropiophenone), Cl.Cl.C(C(C)C)N1CCNCC1 (N-isobutylpiperazine dihydrochloride), O1OOCCC1 (trioxane). Reaction SMILES: [ClH:1].[CH3:2][C:3]1[CH:8]=[CH:7][C:6]([C:9](=[O:12])[CH2:10][CH3:11])=[CH:5][CH:4]=1.Cl.Cl.[CH2:15]([N:19]1[CH2:24][CH2:23][NH:22][CH2:21][CH2:20]1)[CH:16]([CH3:18])[CH3:17].O1CC[CH2:28]OO1>CCOCC.C(O)C.C1(C)C=CC=CC=1.[N+](C)([O-])=O>[ClH:1].[ClH:1].[CH3:11][CH:10]([CH2:28][N:22]1[CH2:23][CH2:24][N:19]([CH2:15][CH:16]([CH3:18])[CH3:17])[CH2:20][CH2:21]1)[C:9]([C:6]1[CH:7]=[CH:8][C:3]([CH3:2])=[CH:4][CH:5]=1)=[O:12] |f:2.3.4,10.11.12|. Reported procedure: A mixture of 125 ml of nitromethane, 35 ml of toluene, 20 ml of ethanol, and 1 ml of concentrated hydrochloric acid was mixed together with 18.6 g of 4'-methylpropiophenone, 27.0 g of N-isobutylpiperazine dihydrochloride and 8.5 g of trioxane. The mixture was heated with stirring under reflux for 4 hrs. while distilling off water generated through the reaction. After cooling, the reaction mixture was added with ether, and the precipitate was filtered, which was dissolved in water. The solution w... Solvent: C(C)O (ethanol), C1(=CC=CC=C1)C (toluene), [N+](=O)([O-])C (nitromethane), CCOCC (ether). Yields the product COc1ccc(C(=O)Nc2ccccc2)cc1NS(=O)(=O)c1cccc2ccccc12. Reaction SMILES: [CH3:33][CH2:34][O:35][C:36](=[O:37])[CH3:38].[NH2:15][c:16]1[cH:17][c:18]([C:19](=[O:20])[NH:21][c:22]2[cH:23][cH:24][cH:25][cH:26][cH:27]2)[cH:28][cH:29][c:30]1[O:31][CH3:32].[c:1]1([S:11](=[O:12])(=[O:13])[Cl:14])[cH:2][cH:3][cH:4][c:5]2[cH:6][cH:7][cH:8][cH:9][c:10]12>>[c:1]1([S:11](=[O:12])(=[O:13])[NH:15][c:16]2[cH:17][c:18]([C:19](=[O:20])[NH:21][c:22]3[cH:23][cH:24][cH:25][cH:26][cH:27]3)[cH:28][cH:29][c:30]2[O:31][CH3:32])[cH:2][cH:3][cH:4][c:5]2[cH:6][cH:7][cH:8][cH:9][c:10]12. Reactants: CCOC(C)=O, COc1ccc(C(=O)Nc2ccccc2)cc1N, O=S(=O)(Cl)c1cccc2ccccc12.